Dataset: the Open Reaction Database (ORD), a public repository of structured organic reaction records. Task: describe an organic reaction: reactants, conditions, products, and yield Reactants: CCOCC, CC(C)(C)[O-], Cc1ccccc1, CC(C)(C)OC(=O)N1CC2CCNCC21, Clc1ccc(Br)cn1, [Na+], O=C(C=Cc1ccccc1)C=Cc1ccccc1, O=C(C=Cc1ccccc1)C=Cc1ccccc1, O=C(C=Cc1ccccc1)C=Cc1ccccc1, [Pd], [Pd], c1ccc(P(c2ccccc2)c2ccc3ccccc3c2-c2c(P(c3ccccc3)c3ccccc3)ccc3ccccc23)cc1. RXN SMILES: [CH3:139][CH2:140][O:141][CH2:142][CH3:143].[CH3:70][C:71]([CH3:72])([O-:73])[CH3:74].[CH3:76][c:77]1[cH:78][cH:79][cH:80][cH:81][cH:82]1.[CH:1]12[CH2:2][NH:3][CH2:4][CH2:5][CH:6]1[CH2:7][N:8]2[C:9](=[O:10])[O:11][C:12]([CH3:13])([CH3:14])[CH3:15].[Cl:16][c:17]1[n:18][cH:19][c:20]([Br:23])[cH:21][cH:22]1.[Na+:75].[O:103]=[C:104]([CH:105]=[CH:106][c:107]1[cH:108][cH:109][cH:110][cH:111][cH:112]1)[CH:113]=[CH:114][c:115]1[cH:116][cH:117][cH:118][cH:119][cH:120]1.[O:121]=[C:122]([CH:123]=[CH:124][c:125]1[cH:126][cH:127][cH:128][cH:129][cH:130]1)[CH:131]=[CH:132][c:133]1[cH:134][cH:135][cH:136][cH:137][cH:138]1.[O:85]=[C:86]([CH:87]=[CH:88][c:89]1[cH:90][cH:91][cH:92][cH:93][cH:94]1)[CH:95]=[CH:96][c:97]1[cH:98][cH:99][cH:100][cH:101][cH:102]1.[Pd:83].[Pd:84].[cH:24]1[cH:25][cH:26][c:27]([P:28]([c:29]2[cH:30][cH:31][c:32]3[c:33]([cH:34][cH:35][cH:36][cH:37]3)[c:38]2-[c:39]2[c:40]3[c:41]([cH:42][cH:43][cH:44][cH:45]3)[cH:46][cH:47][c:48]2[P:49]([c:50]2[cH:51][cH:52][cH:53][cH:54][cH:55]2)[c:56]2[cH:57][cH:58][cH:59][cH:60][cH:61]2)[c:62]2[cH:63][cH:64][cH:65][cH:66][cH:67]2)[cH:68][cH:69]1>>[CH:1]12[CH2:2][N:3]([c:20]3[cH:19][n:18][c:17]([Cl:16])[cH:22][cH:21]3)[CH2:4][CH2:5][CH:6]1[CH2:7][N:8]2[C:9](=[O:10])[O:11][C:12]([CH3:13])([CH3:14])[CH3:15]. Product: CC(C)(C)OC(=O)N1CC2CCN(c3ccc(Cl)nc3)CC21. The reactants are CCO, CCOC(C)=O, Cl, [Na+], O, CC(COCCO)C(O)c1ccc(Cc2cccnc2)cc1, O=C([O-])O. Reaction SMILES: [CH3:30][CH2:31][OH:32].[CH3:33][CH2:34][O:35][C:36](=[O:37])[CH3:38].[ClH:23].[Na+:25].[OH2:24].[OH:1][CH:2]([CH:3]([CH2:4][O:5][CH2:6][CH2:7][OH:8])[CH3:9])[c:10]1[cH:11][cH:12][c:13]([CH2:14][c:15]2[cH:16][n:17][cH:18][cH:19][cH:20]2)[cH:21][cH:22]1.[OH:26][C:27](=[O:28])[O-:29]>>[CH:2]([CH:3]([CH2:4][O:5][CH2:6][CH2:7][OH:8])[CH3:9])([c:10]1[cH:11][cH:12][c:13]([CH2:14][c:15]2[cH:16][n:17][cH:18][cH:19][cH:20]2)[cH:21][cH:22]1)[Cl:23]. Yields the product CC(COCCO)C(Cl)c1ccc(Cc2cccnc2)cc1. Reactants: C([O-])([O-])=O.[K+].[K+] (potassium carbonate), O1COC2=C1C=CC=C2C2(C(NC1=CC=C(C=C21)Cl)=O)N2[C@H](C(=O)N(C)C)C[C@H](C2)F ((4R)-1-[3-(1,3-benzodioxol-4-yl)-5-chloro-2-oxo-2,3-dihydro-1H-indol-3-yl]-4-fluoro-N,N-dimethyl-L-prolinamide), [H-].[Na+] (sodium hydride), COC1=C(C=CC(=C1)OC)S(=O)(=O)Cl (2,4-dimethoxybenzenesulfonyl chloride). The solvent is C(C)(=O)OCC (ethyl acetate), O1CCCC1 (tetrahydrofuran), O1CCCC1 (tetrahydrofuran). Reaction conditions: time 20 minute. The product is O1COC2=C1C=CC=C2C2(C(N(C1=CC=C(C=C21)Cl)S(=O)(=O)C2=C(C=C(C=C2)OC)OC)=O)N2[C@H](C(=O)N(C)C)C[C@H](C2)F ((4R)-1-{3-(1,3-benzodioxol-4-yl)-5-chloro-1-[(2,4-dimethoxyphenyl)sulfonyl]-2-oxo-2,3-dihydro-1H-indol-3-yl}-4-fluoro-N,N-dimethyl-L-prolinamide). Reaction SMILES: [O:1]1[C:5]2[CH:6]=[CH:7][CH:8]=[C:9]([C:10]3([N:21]4[CH2:30][C@H:29]([F:31])[CH2:28][C@H:22]4[C:23]([N:25]([CH3:27])[CH3:26])=[O:24])[C:18]4[C:13](=[CH:14][CH:15]=[C:16]([Cl:19])[CH:17]=4)[NH:12][C:11]3=[O:20])[C:4]=2[O:3][CH2:2]1.[H-].[Na+].[CH3:34][O:35][C:36]1[CH:41]=[C:40]([O:42][CH3:43])[CH:39]=[CH:38][C:37]=1[S:44](Cl)(=[O:46])=[O:45].C(=O)([O-])[O-].[K+].[K+]>O1CCCC1.C(OCC)(=O)C>[O:1]1[C:5]2[CH:6]=[CH:7][CH:8]=[C:9]([C:10]3([N:21]4[CH2:30][C@H:29]([F:31])[CH2:28][C@H:22]4[C:23]([N:25]([CH3:27])[CH3:26])=[O:24])[C:18]4[C:13](=[CH:14][CH:15]=[C:16]([Cl:19])[CH:17]=4)[N:12]([S:44]([C:37]4[CH:38]=[CH:39][C:40]([O:42][CH3:43])=[CH:41][C:36]=4[O:35][CH3:34])(=[O:46])=[O:45])[C:11]3=[O:20])[C:4]=2[O:3][CH2:2]1 |f:1.2,4.5.6|. Reported procedure: 353 mg of the compound obtained in step 18-1 (mixture of diastereoisomers) was added under ice cooling and a nitrogen atmosphere to a suspension of 35 mg of sodium hydride in 3 mL of tetrahydrofuran, and the reaction mixture was stirred for 20 minutes. After this, a 2 mL tetrahydrofuran solution of 219 mg of 2,4-dimethoxybenzenesulfonyl chloride was added dropwise. The reaction mixture was stirred for 2 hours at the same temperature, after which 5 mL of ethyl acetate and 10 mL of a 5% potassium ... Starting materials: FC=1C=C(C(=O)NC2=CC=C(C3=CC=CC=C23)OC2=NC(=NC=C2)S(=O)(=O)C)C=C(C1)N1CCCCC1 (3-fluoro-N-[4-(2-methanesulfonyl-pyrimidin-4-yloxy)-naphthalen-1-yl]-5-piperidin-1-yl-benzamide), C1(CC1)CN (cyclopropylmethylamine). Yields the product C1(CC1)CNC1=NC=CC(=N1)OC1=CC=C(C2=CC=CC=C12)NC(C1=CC(=CC(=C1)N1CCCCC1)F)=O (N-[4-({2-[(cyclopropylmethyl)amino]pyrimidin-4-yl}oxy)-1-naphthyl]-3-fluoro-5-piperidin-1-ylbenzamide). RXN SMILES: [F:1][C:2]1[CH:3]=[C:4]([CH:29]=[C:30]([N:32]2[CH2:37][CH2:36][CH2:35][CH2:34][CH2:33]2)[CH:31]=1)[C:5]([NH:7][C:8]1[C:17]2[C:12](=[CH:13][CH:14]=[CH:15][CH:16]=2)[C:11]([O:18][C:19]2[CH:24]=[CH:23][N:22]=[C:21](S(C)(=O)=O)[N:20]=2)=[CH:10][CH:9]=1)=[O:6].[CH:38]1([CH2:41][NH2:42])[CH2:40][CH2:39]1>>[CH:38]1([CH2:41][NH:42][C:21]2[N:20]=[C:19]([O:18][C:11]3[C:12]4[C:17](=[CH:16][CH:15]=[CH:14][CH:13]=4)[C:8]([NH:7][C:5](=[O:6])[C:4]4[CH:29]=[C:30]([N:32]5[CH2:37][CH2:36][CH2:35][CH2:34][CH2:33]5)[CH:31]=[C:2]([F:1])[CH:3]=4)=[CH:9][CH:10]=3)[CH:24]=[CH:23][N:22]=2)[CH2:40][CH2:39]1. Procedure details: Compound is prepared from 3-fluoro-N-[4-(2-methanesulfonyl-pyrimidin-4-yloxy)-naphthalen-1-yl]-5-piperidin-1-yl-benzamide and cyclopropylmethylamine according to conditions described in general procedure C. Mp: 117-119° C.; 1H NMR (400 MHz, DMSO-d6) δ 0.10-0.30 (m, 4 H), 0.90 (bs, 1 H), 1.58-1.60 (m, 6H), 3.00 (bs, 2 H), 3.27-3.28 (m, 4 H), 6.29 (bs, 1 H), 6.96 (d, 1 H), 7.15 (d, 1 H), 7.20 (s, 1 H), 7.38 (d, J=8.0 Hz, 1 H), 7.45 (s, 1 H), 7.54-7.58 (m, 3 H), 7.80 (d, 1 H), 7.96 (d, 1 H), 8.20 (... Reactants: BrC=1C=NC=C(C=O)C1 (5-bromonicotinaldehyde), C(C)S(=O)(=O)N (ethanesulfonamide), C1(CCCC1)[Mg]Br (cyclopentylmagnesium bromide). Reagents/catalysts: CC([O-])C.[Ti+4].CC([O-])C.CC([O-])C.CC([O-])C (titanium(IV) isopropoxide). Solvent: C1(=CC=CC=C1)C (toluene). Conditions: temperature -40 celsius. Product: BrC=1C=C(C=NC1)C(NS(=O)(=O)CC)C1CCCC1 (N-((5-bromopyridin-3-yl)(cyclopentyl)methyl)ethanesulfonamide). Yield: 27.6%. As a reaction SMILES: [Br:1][C:2]1[CH:3]=[N:4][CH:5]=[C:6]([CH:9]=1)[CH:7]=O.[CH2:10]([S:12]([NH2:15])(=[O:14])=[O:13])[CH3:11].[CH:16]1([Mg]Br)[CH2:20][CH2:19][CH2:18][CH2:17]1>C1(C)C=CC=CC=1.CC(C)[O-].[Ti+4].CC(C)[O-].CC(C)[O-].CC(C)[O-]>[Br:1][C:2]1[CH:9]=[C:6]([CH:7]([CH:16]2[CH2:20][CH2:19][CH2:18][CH2:17]2)[NH:15][S:12]([CH2:10][CH3:11])(=[O:14])=[O:13])[CH:5]=[N:4][CH:3]=1 |f:4.5.6.7.8|. Reported procedure: A mixture of 5-bromonicotinaldehyde (930 mg, 5 mmol), ethanesulfonamide (546 mg, 5.00 mmol) and titanium(IV) isopropoxide (2930 μl, 10.00 mmol) in toluene (20 mL) was heated to reflux for 4 h. After concentration, the residue was dissolved in THF (25 mL) and cooled to −40° C. A solution of cyclopentylmagnesium bromide (2M in THF, 6.25 mL, 12.5 mmol) was added dropwise and the resulting mixture was slowly warmed up to 0° C. over 4 h. The reaction was quenched with a saturated NH4Cl solution. The ...